This data is from the Open Reaction Database (ORD), a public repository of structured organic reaction records. The task is: describe an organic reaction: reactants, conditions, products, and yield The reactants are O (water), C(C)(C)(C)OC(=O)N1CCC(CC1)C=O (1-tert-butoxycarbonyl-4-piperidinecarboxaldehyde), NC1=C(C(=O)NC2=NC=C(C=C2)Cl)C=CC=C1 (2-amino-N-(5-chloropyridin-2-yl)benzamide), C1(=CC=C(C=C1)S(=O)(=O)[O-])C.[NH+]1=CC=CC=C1 (pyridinium p-toluenesulfonate). The solvent is C1=CC=CC=C1 (benzene). Conditions: time 16 hour. Product: ClC=1C=CC(=NC1)NC(C1=C(C=CC=C1)N=CC1CCN(CC1)C(=O)OC(C)(C)C)=O (N-(5-Chloropyridin-2-yl)-2-(1-Boc-piperidin-4-yl-methylidene)aminobenzamide). As a reaction SMILES: [C:1]([O:5][C:6]([N:8]1[CH2:13][CH2:12][CH:11]([CH:14]=O)[CH2:10][CH2:9]1)=[O:7])([CH3:4])([CH3:3])[CH3:2].[NH2:16][C:17]1[CH:32]=[CH:31][CH:30]=[CH:29][C:18]=1[C:19]([NH:21][C:22]1[CH:27]=[CH:26][C:25]([Cl:28])=[CH:24][N:23]=1)=[O:20].C1(C)C=CC(S([O-])(=O)=O)=CC=1.[NH+]1C=CC=CC=1.O>C1C=CC=CC=1>[Cl:28][C:25]1[CH:26]=[CH:27][C:22]([NH:21][C:19](=[O:20])[C:18]2[CH:29]=[CH:30][CH:31]=[CH:32][C:17]=2[N:16]=[CH:14][CH:11]2[CH2:10][CH2:9][N:8]([C:6]([O:5][C:1]([CH3:2])([CH3:3])[CH3:4])=[O:7])[CH2:13][CH2:12]2)=[N:23][CH:24]=1 |f:2.3|. Procedure: A solution containing 1-tert-butoxycarbonyl-4-piperidinecarboxaldehyde (500 mg, 2.34 mmol), 2-amino-N-(5-chloropyridin-2-yl)benzamide (580 mg, 0.23 mmol), and pyridinium p-toluenesulfonate (58 mg, 0.23 mmol) in benzene (250 mL) was heated at reflux with azeotropic removal of water. After 16 h, the mixture was concentrated and the residue partitioned between EtOAc (300 mL) and water (150 mL). The organic phase was separated and washed again with water (150 mL), brine (150 mL); then dried with MgS... Reactants: BrCc1ccccc1, Cc1cc(C)c(CNC(=O)c2cc(C3=CC(C)(C)NC(C)(C)C3)nc3c2cnn3C2CCNCC2)c(=O)[nH]1, ClCCl, [K+], [K+], O=C([O-])[O-], CN(C)C=O, O. Product: Cc1cc(C)c(CNC(=O)c2cc(C3=CC(C)(C)NC(C)(C)C3)nc3c2cnn3C2CCN(Cc3ccccc3)CC2)c(=O)[nH]1. Reaction SMILES: [Br:45][CH2:46][c:47]1[cH:48][cH:49][cH:50][cH:51][cH:52]1.[CH3:1][c:2]1[c:3]([CH2:10][NH:11][C:12](=[O:13])[c:14]2[c:15]3[c:16]([n:17][c:18]([C:20]4=[CH:25][C:24]([CH3:26])([CH3:27])[NH:23][C:22]([CH3:28])([CH3:29])[CH2:21]4)[cH:19]2)[n:30]([CH:33]2[CH2:34][CH2:35][NH:36][CH2:37][CH2:38]2)[n:31][cH:32]3)[c:4](=[O:9])[nH:5][c:6]([CH3:8])[cH:7]1.[Cl:59][CH2:60][Cl:61].[K+:39].[K+:40].[O-:41][C:42]([O-:43])=[O:44].[O:54]=[CH:55][N:56]([CH3:57])[CH3:58].[OH2:53]>>[CH3:1][c:2]1[c:3]([CH2:10][NH:11][C:12](=[O:13])[c:14]2[c:15]3[c:16]([n:17][c:18]([C:20]4=[CH:25][C:24]([CH3:26])([CH3:27])[NH:23][C:22]([CH3:28])([CH3:29])[CH2:21]4)[cH:19]2)[n:30]([CH:33]2[CH2:34][CH2:35][N:36]([CH2:46][c:47]4[cH:48][cH:49][cH:50][cH:51][cH:52]4)[CH2:37][CH2:38]2)[n:31][cH:32]3)[c:4](=[O:9])[nH:5][c:6]([CH3:8])[cH:7]1. The reactants are N1C(=CC=C1)C=NCCCCC(=O)[O-] (5-[[(1H-pyrrol-2-yl)methylen]amino]pentanoate). The reagents and catalysts are [Pt]=O (platinum oxide). The solvent is C(C)O (ethanol). Yields the product N1C(=CC=C1)CN1C(CCCC1)=O (1-(1H-pyrrol-2-ylmethyl)-2-piperidone). The yield is 139.5%. Reaction SMILES: [NH:1]1[CH:5]=[CH:4][CH:3]=[C:2]1[CH:6]=[N:7][CH2:8][CH2:9][CH2:10][CH2:11][C:12]([O-:14])=O>[Pt]=O.C(O)C>[NH:1]1[CH:5]=[CH:4][CH:3]=[C:2]1[CH2:6][N:7]1[CH2:8][CH2:9][CH2:10][CH2:11][C:12]1=[O:14]. Reported procedure: A mixture of 150 g of 5-[[(1H-pyrrol-2-yl)methylen]amino]pentanoate and 120 g of ethanol was hydrogenated at 3.105Pa and at ambient temperature with 3.3 g of platinum oxide. After the calculated amount of hydrogen was consumed, the catalyst was filtered off and the filtrate was evaporated. The residue was dissolved in dichloromethane and the organic phase was washed three times with a sodium hydroxide 3N solution. The product was distilled at 13.30 Pa (bp. 100-130° C. The residue was crystallize...